From a dataset of the Open Reaction Database (ORD), a public repository of structured organic reaction records. describe an organic reaction: reactants, conditions, products, and yield Run in C(C)(=O)O (acetic acid). The product is C(C)(=O)N(CC(=O)O)CC(=O)O (N-acetyliminodiacetic acid). The yield is 95.0%. As a reaction SMILES: [N:1]([C:12]([CH3:14])=[O:13])([CH2:7]NC(C)=O)[CH2:2]NC(C)=O.C1[CH2:19][O:18]CC1.C=[O:21].NC[C:24]([OH:26])=[O:25]>C(O)(=O)C>[C:12]([N:1]([CH2:2][C:19]([OH:18])=[O:21])[CH2:7][C:24]([OH:26])=[O:25])(=[O:13])[CH3:14]. Reported procedure: A 2 L autoclave was charged with acetamide (VII)(129.8 g, 2.2 mole), THF (1 L), and acetic acid (45 g) and was purged with argon for 10 min. Under the argon purge, Co2(CO)8 (20.9 g, 0.06 mole) was added. After sealing the autoclave, 150 psi (1034 kPa) of CO:H2 (95:5) was established at 25° C. and was slowly vented. Then 2200 psi (15,172 kPa) of CO:H2 (95:5) was established at 25° C. with stirring at 2000 rpm. The contents of the autoclave were heated to 100° C. and 3200 psi (22,069 kPa) CO:H2 (9... Reactants: N(CNC(=O)C)(CNC(=O)C)C(=O)C ([CH3C(O)N(H)CH2]2NC(O)CH3), C1CCOC1 (THF), C=O (formalin), C=O (formalin), Co2(CO)8, NCC(=O)O (glycine). Conditions: temperature 100 celsius. The reactants are NC(=O)C1=C(C=CC=C1)NC(NC(C1=CC=CC=C1)=O)=S (N-[[[2-(aminocarbonyl)phenyl]amino]thioxomethyl]benzamide), CO (methanol), OO (hydrogen peroxide). Solvent: N (ammonia). Conditions: time 8 hour. Yields the product O=C1N=C(NC2=CC=CC=C12)NC(C1=CC=CC=C1)=O (N-(1,4-Dihydro-4-oxo-2-quinazolinyl)benzamide). Isolated yield 40.1%. RXN SMILES: [NH2:1][C:2]([C:4]1[CH:9]=[CH:8][CH:7]=[CH:6][C:5]=1[NH:10][C:11](=S)[NH:12][C:13](=[O:20])[C:14]1[CH:19]=[CH:18][CH:17]=[CH:16][CH:15]=1)=[O:3].CO.OO>N>[O:3]=[C:2]1[C:4]2[C:5](=[CH:6][CH:7]=[CH:8][CH:9]=2)[NH:10][C:11]([NH:12][C:13](=[O:20])[C:14]2[CH:19]=[CH:18][CH:17]=[CH:16][CH:15]=2)=[N:1]1. Procedure details: To a stirred mixture of 4.5 g of the above benzamide in a mixture of 120 ml of methanolic ammonia plus 100 ml of methanol, was added dropwise, 3.6 ml of 30% hydrogen peroxide. This mixture was stirred overnight, the solid collected, partially dissolved in 500 ml of hot acetonitrile and filtered. The filtrate was chilled and the solid collected, giving 1.6 g of the desired product as white crystals, mp 227°-228° C. (dec.).